Dataset: the Open Reaction Database (ORD), a public repository of structured organic reaction records. Task: describe an organic reaction: reactants, conditions, products, and yield Procedure details: To a solution of 2-bromo-1-(4-fluorophenyl)-2-(4-methylsulfonylphenyl)ethanone (Example 26, Step 2) (0.468 g, 1.26 mmol) in acetonitrile (10 mL) in a 25 mL round bottom flask was added thiobenzamide (0.164 g, 1.20 mmol) and the solution heated to reflux (19 hours). The reaction was cooled to room temperature. The resulting suspension was concentrated in vacuo, suspended in methylene chloride (100 mL) and washed with NaHCO3 saturated solution (3×10 mL), dried over sodium sulfate, filtered and con... Starting materials: BrC(C(=O)C1=CC=C(C=C1)F)C1=CC=C(C=C1)S(=O)(=O)C (2-bromo-1-(4-fluorophenyl)-2-(4-methylsulfonylphenyl) ethanone), C(C1=CC=CC=C1)(=S)N (thiobenzamide). Reaction SMILES: Br[CH:2]([C:12]1[CH:17]=[CH:16][C:15]([S:18]([CH3:21])(=[O:20])=[O:19])=[CH:14][CH:13]=1)[C:3]([C:5]1[CH:10]=[CH:9][C:8]([F:11])=[CH:7][CH:6]=1)=O.[C:22]([NH2:30])(=[S:29])[C:23]1[CH:28]=[CH:27][CH:26]=[CH:25][CH:24]=1>C(#N)C>[F:11][C:8]1[CH:9]=[CH:10][C:5]([C:3]2[N:30]=[C:22]([C:23]3[CH:28]=[CH:27][CH:26]=[CH:25][CH:24]=3)[S:29][C:2]=2[C:12]2[CH:17]=[CH:16][C:15]([S:18]([CH3:21])(=[O:20])=[O:19])=[CH:14][CH:13]=2)=[CH:6][CH:7]=1. The yield is 17.3%. Solvent: C(C)#N (acetonitrile). Yields the product FC1=CC=C(C=C1)C=1N=C(SC1C1=CC=C(C=C1)S(=O)(=O)C)C1=CC=CC=C1 (4-(4-fluorophenyl)-5-(4-methylsulfonylphenyl)-2-phenylthiazole). Starting materials: CS(=O)(=O)Cl, FC(F)(F)c1nnc2n1N=C(N1CCC(c3ccc(OCCCN4CCNCC4)cc3)CC1)CC2. Yields the product CS(=O)(=O)N1CCN(CCCOc2ccc(C3CCN(C4=Nn5c(nnc5C(F)(F)F)CC4)CC3)cc2)CC1. Reaction SMILES: [CH3:36][S:37]([Cl:38])(=[O:39])=[O:40].[N:1]1([CH2:7][CH2:8][CH2:9][O:10][c:11]2[cH:12][cH:13][c:14]([CH:17]3[CH2:18][CH2:19][N:20]([C:23]4=[N:28][n:27]5[c:26]([n:31][n:30][c:29]5[C:32]([F:33])([F:34])[F:35])[CH2:25][CH2:24]4)[CH2:21][CH2:22]3)[cH:15][cH:16]2)[CH2:2][CH2:3][NH:4][CH2:5][CH2:6]1>>[N:1]1([CH2:7][CH2:8][CH2:9][O:10][c:11]2[cH:12][cH:13][c:14]([CH:17]3[CH2:18][CH2:19][N:20]([C:23]4=[N:28][n:27]5[c:26]([n:31][n:30][c:29]5[C:32]([F:33])([F:34])[F:35])[CH2:25][CH2:24]4)[CH2:21][CH2:22]3)[cH:15][cH:16]2)[CH2:2][CH2:3][N:4]([S:37]([CH3:36])(=[O:39])=[O:40])[CH2:5][CH2:6]1. Starting materials: CC=1C(=NC=CC1)Br (3-methyl-2-bromopyridine), NCCCN (1,3-diaminopropane), [OH-].[Na+] (sodium hydroxide). Run in N1=CC=CC=C1 (pyridine). Product: NCCCNC1=NC=CC=C1C (2-(3-aminopropylamino)-3-methylpyridine). Yield: 48.2%. Reaction SMILES: [CH3:1][C:2]1[C:3](Br)=[N:4][CH:5]=[CH:6][CH:7]=1.[NH2:9][CH2:10][CH2:11][CH2:12][NH2:13].[OH-].[Na+]>N1C=CC=CC=1>[NH2:9][CH2:10][CH2:11][CH2:12][NH:13][C:3]1[C:2]([CH3:1])=[CH:7][CH:6]=[CH:5][N:4]=1 |f:2.3|. Reported procedure: A mixture of 3-methyl-2-bromopyridine (15 g), 1,3-diaminopropane (37.3 g) and pyridine (10 ml) was heated under reflux for 3 hr. After stripping, the residue was treated with 2N sodium hydroxide and the product extracted into chloroform. The extract was dried, stripped and the residue distilled at reduced pressure to give 2-(3-aminopropylamino)-3-methylpyridine (6.94 g) bp 100° C., 0.09 mm Hg. (ii) Sodium hydride (1.11 g) was dissolved in DMSO (20 ml) at 70°-75° C. The solution was cooled and 2-... Starting materials: N(C(=N)N)CCNC(=O)C=1NC2=CC=C(C=C2C1)NC(=O)C=1OC2=C(C1)C=C(C=C2)NC(CNC(=N)N)=O (5-{[5-(2-guanidino-acetylamino)-benzofuran-2-carbonyl]-amino}-1H-indole-2-carboxylic acid (2-guanidino-ethyl)-amide), [N+](=O)([O-])C=1C=C2C=C(NC2=CC1)C(=O)O.[N+](=O)([O-])C=1C=CC2=C(C=C(O2)C(=O)O)C1 (5-nitrobenzofuran-2-carboxylic acid 5-nitroindole-2-carboxylic acid), N(C(=N)N)CCNC(=O)C=1NC2=CC=C(C=C2C1)NC(=O)C=1NC2=CC=C(C=C2C1)NC(CNC(=N)N)=O (5-{[5-(2-guanidino-acetylamino)-1H-indole-2-carbonyl]-amino}-1H-indole-2-carboxylic acid (2-guanidino-ethyl)-amide). The product is NCCNC(=O)C=1NC2=CC=C(C=C2C1)NC(=O)C=1NC2=CC=C(C=C2C1)NC(CNC(=N)N)=O (5-{[5-(2-guanidino-acetylamino)-1H-indole-2-carbonyl]-amino}-1H-indole-2-carboxylic acid (2-amino-ethyl)-amide). RXN SMILES: N(CCNC(C1NC2C(C=1)=CC(NC(C1OC3C=CC(NC(=O)CNC(N)=N)=CC=3C=1)=O)=CC=2)=O)C(N)=N.[N+](C1C=C2C(=CC=1)NC(C(O)=O)=C2)([O-])=O.[N+](C1C=CC2OC(C(O)=O)=CC=2C=1)([O-])=O.[NH:69]([CH2:73][CH2:74][NH:75][C:76]([C:78]1[NH:79][C:80]2[C:85]([CH:86]=1)=[CH:84][C:83]([NH:87][C:88]([C:90]1[NH:91][C:92]3[C:97]([CH:98]=1)=[CH:96][C:95]([NH:99][C:100](=[O:106])[CH2:101][NH:102][C:103]([NH2:105])=[NH:104])=[CH:94][CH:93]=3)=[O:89])=[CH:82][CH:81]=2)=[O:77])C(N)=N>>[NH2:69][CH2:73][CH2:74][NH:75][C:76]([C:78]1[NH:79][C:80]2[C:85]([CH:86]=1)=[CH:84][C:83]([NH:87][C:88]([C:90]1[NH:91][C:92]3[C:97]([CH:98]=1)=[CH:96][C:95]([NH:99][C:100](=[O:106])[CH2:101][NH:102][C:103]([NH2:105])=[NH:104])=[CH:94][CH:93]=3)=[O:89])=[CH:82][CH:81]=2)=[O:77] |f:1.2|. Procedure details: Compound 137 was synthesized as described for Compound 135 in Example 116 through Example 122, except instead of 5-nitrobenzofuran-2-carboxylic acid 5-nitroindole-2-carboxylic acid was used. Yield: 15.4 mg (59%) of compound 138. MS: 518.24 (M+H+). Reactants: ClC(=O)OCCCCCCCCCC (decanyl chloroformate), FC1=CC=C2C(=NNC2=C1)N1CCN(CC1)CCN1C(C=2C(C1=O)=CC=CC2)=O (N-[2-[4-(6-fluoro-1H-indazol-3-yl)-1-piperazinyl]ethyl]phthalimide). Solvent: CCOCC (ether). The product is Cl.C(CCCCCCCCC)ON1N=C(C2=CC=C(C=C12)F)N1CCN(CC1)CCN1C(C=2C(C1=O)=CC=CC2)=O (N-[2-[4-(1-decanoxy-6-fluoro-1H-indazol-3-yl)-1-piperazinyl]ethyl]phthalimide hydrochloride). RXN SMILES: [Cl:1]C([O:4][CH2:5][CH2:6][CH2:7][CH2:8][CH2:9][CH2:10][CH2:11][CH2:12][CH2:13][CH3:14])=O.[F:15][C:16]1[CH:24]=[C:23]2[C:19]([C:20]([N:25]3[CH2:30][CH2:29][N:28]([CH2:31][CH2:32][N:33]4[C:37](=[O:38])[C:36]5=[CH:39][CH:40]=[CH:41][CH:42]=[C:35]5[C:34]4=[O:43])[CH2:27][CH2:26]3)=[N:21][NH:22]2)=[CH:18][CH:17]=1>CCOCC>[ClH:1].[CH2:5]([O:4][N:22]1[C:23]2[C:19](=[CH:18][CH:17]=[C:16]([F:15])[CH:24]=2)[C:20]([N:25]2[CH2:30][CH2:29][N:28]([CH2:31][CH2:32][N:33]3[C:34](=[O:43])[C:35]4=[CH:42][CH:41]=[CH:40][CH:39]=[C:36]4[C:37]3=[O:38])[CH2:27][CH2:26]2)=[N:21]1)[CH2:6][CH2:7][CH2:8][CH2:9][CH2:10][CH2:11][CH2:12][CH2:13][CH3:14] |f:3.4|. Reported procedure: A mixture of decanyl chloroformate (2.4 g, 11 mmol), and N-[2-[4-(6-fluoro-1H-indazol-3-yl)-1-piperazinyl]ethyl]phthalimide (3.9 g, 10 mmol) was warmed on the steam bath for 15 minutes. The reaction was allowed to cool to ambient temperature, and then ether was added to the residue. The resulting solid was filtered to afford N-[2-[4-(1-decanoxy-6-fluoro-1H-indazol-3-yl)-1-piperazinyl]ethyl]phthalimide hydrochloride. Reactants: CS(=O)(=O)c1ccc(C(=CC2CCCO2)c2cc3cccnc3[nH]2)cc1, CO. The product is CS(=O)(=O)c1ccc(C(CC2CCCO2)c2cc3cccnc3[nH]2)cc1. Reaction SMILES: [CH3:1][S:2](=[O:3])(=[O:4])[c:5]1[cH:6][cH:7][c:8]([C:11](=[CH:12][CH:13]2[O:14][CH2:15][CH2:16][CH2:17]2)[c:18]2[cH:19][c:20]3[c:21]([n:22][cH:23][cH:24][cH:25]3)[nH:26]2)[cH:9][cH:10]1.[CH3:27][OH:28]>>[CH3:1][S:2](=[O:3])(=[O:4])[c:5]1[cH:6][cH:7][c:8]([CH:11]([CH2:12][CH:13]2[O:14][CH2:15][CH2:16][CH2:17]2)[c:18]2[cH:19][c:20]3[c:21]([n:22][cH:23][cH:24][cH:25]3)[nH:26]2)[cH:9][cH:10]1. The reactants are 20, ClC1=C(C=CC(=C1)Cl)C(C#N)C1=CC=C(C=C1)[N+](=O)[O-] (2,4-dichloro-α-(4-nitrophenyl)benzeneacetonitrile), [Cl-].[NH4+] (ammonium chloride). The reagents and catalysts are [Fe] (iron). Solvent: CC1=CC=CC=C1 (methylbenzene). Run at temperature 60 celsius, time 8 hour. Product: Cl.NC1=CC=C(C=C1)C(C#N)C1=C(C=C(C=C1)Cl)Cl (α-(4-aminophenyl)-2,4-dichlorobenzeneacetonitrile hydrochloride). Reaction SMILES: [Cl-].[NH4+].[Cl:3][C:4]1[CH:9]=[C:8]([Cl:10])[CH:7]=[CH:6][C:5]=1[CH:11]([C:14]1[CH:19]=[CH:18][C:17]([N+:20]([O-])=O)=[CH:16][CH:15]=1)[C:12]#[N:13]>[Fe].CC1C=CC=CC=1>[ClH:3].[NH2:20][C:17]1[CH:18]=[CH:19][C:14]([CH:11]([C:5]2[CH:6]=[CH:7][C:8]([Cl:10])=[CH:9][C:4]=2[Cl:3])[C:12]#[N:13])=[CH:15][CH:16]=1 |f:0.1,5.6|. Procedure: 20 parts of iron-powder are added to 190 parts of ammonium chloride solution 0.78N at reflux temperature. Then there is added dropwise a solution of 20 parts of 2,4-dichloro-α-(4-nitrophenyl)benzeneacetonitrile in 180 parts of methylbenzene. Upon completion, stirring is continued overnight at reflux. The reaction mixture is cooled at 60° C and filtered over hyflo. The filter-cake is washed with tetrahydrofuran. The filtrate is dried, filtered and evaporated. The residue is converted into the hyd...